From a dataset of the Open Reaction Database (ORD), a public repository of structured organic reaction records. describe an organic reaction: reactants, conditions, products, and yield The product is C(C)(C)N1CC2CN(CC(C1)C2)CC(=O)C2=CC=C(C=C2)F (7-Isopropyl-3-(4-fluorophenacyl)-3,7-diazabicyclo[3.3.1]nonane). As a reaction SMILES: Cl[CH2:2][C:3]([C:5]1[CH:10]=[CH:9][C:8]([F:11])=[CH:7][CH:6]=1)=[O:4].[Na+].[I-].[CH:14]([N:17]1[CH2:24][CH:23]2[CH2:25][CH:19]([CH2:20][NH:21][CH2:22]2)[CH2:18]1)([CH3:16])[CH3:15]>CC#N>[CH:14]([N:17]1[CH2:24][CH:23]2[CH2:25][CH:19]([CH2:20][N:21]([CH2:2][C:3]([C:5]3[CH:10]=[CH:9][C:8]([F:11])=[CH:7][CH:6]=3)=[O:4])[CH2:22]2)[CH2:18]1)([CH3:16])[CH3:15] |f:1.2|. Yield: 23.9%. Reaction conditions: time 8 hour. Procedure: To a standard setup was added 2-chloro-4'-fluoroacetophenone (7.55 g, 43.8 mmol) and NaI (9.85 g, 65.7 mmol) in H3CCN (30 ml) which was then heated for 30 minutes with stirrring. The solution was allowed to cool to room temperature (30 min) which was followed by dropwise addition of amine 105 (6.7 g, 39.8 mmol) to give a light yellow mixture which was stirred overnight. Filtration (suction) removed excess NaI and the filtrate was diluted with H2O and transferred to a separatory funnel. The resul... Reactants: ClCC(=O)C1=CC=C(C=C1)F (2-chloro-4'-fluoroacetophenone), [Na+].[I-] (NaI), C(C)(C)N1CC2CNCC(C1)C2 (3-Isopropyl-3,7-diazabicyclo[3.3.1]nonane). The solvent is CC#N (H3CCN). Yields the product COCC(C)SC1=C(C=CC=C1)O (o-(1-Methoxy-2-propylthio)-phenol). The solvent is CC(=O)C (acetone). Reaction SMILES: [SH:1][C:2]1[CH:7]=[CH:6][CH:5]=[CH:4][C:3]=1[OH:8].C(=O)([O-])[O-].[K+].[K+].[I-].[K+].[CH3:17][O:18][C:19]1(C)C=CC(S([O-])(=O)=O)=[CH:21][CH:20]1CCC>CC(C)=O>[CH3:17][O:18][CH2:19][CH:20]([S:1][C:2]1[CH:7]=[CH:6][CH:5]=[CH:4][C:3]=1[OH:8])[CH3:21] |f:1.2.3,4.5|. Procedure details: 126 Parts of o-mercaptophenol are added in portions, in a nitrogen atomsphere and whilst cooling, to a stirred mixture of 138 parts of potassium carbonate, 166 parts of potassium iodide and 500 parts by volume of acetone. The mixture is thereafter heated to boiling point and 268 parts of 1-methoxy-2-propyl-p-toluenesulphonate are added drop by drop. The mixture is boiled under reflux for 24 hours, filtered and evaporated. The residue is taken up in 750 parts by volume of toluene, and washed once... The reactants are SC1=C(C=CC=C1)O (o-mercaptophenol), COC1(C(C=C(C=C1)S(=O)(=O)[O-])CCC)C (1-methoxy-2-propyl-p-toluenesulphonate), 138, C([O-])([O-])=O.[K+].[K+] (potassium carbonate), [I-].[K+] (potassium iodide). Reactants: O1CCCC1 (tetrahydrofuran), FC(S(=O)(=O)O[C@H](C(=O)O)C)(F)F ((S)-2-trifluoromethanesulfonyloxypropionic acid), C(CCC)[Mg]Cl (n-butylmagnesium chloride). The solvent is petroleum ether, C([O-])([O-])=O.[Na+].[Na+] (sodium carbonate), [Cl-].[Zn+2].[Cl-] (zinc chloride). Run at temperature 0 celsius, time 3 hour. Product: C[C@H](C(=O)O)CCCC ((S)-2-methylhexanoic acid). Yield: 92.0%. RXN SMILES: FC(F)(F)S(O[C@@H:7]([CH3:11])[C:8]([OH:10])=[O:9])(=O)=O.[CH2:14]([Mg]Cl)[CH2:15][CH2:16]C.O1CCC[CH2:21]1>[Cl-].[Zn+2].[Cl-].C(=O)([O-])[O-].[Na+].[Na+]>[CH3:21][C@@H:7]([CH2:11][CH2:14][CH2:15][CH3:16])[C:8]([OH:10])=[O:9] |f:3.4.5,6.7.8|. Procedure: In a 10 ml Schlenk tube, 5.0 mg of dry zinc chloride was dissolved in 3.0 ml of absolute tetrahydrofuran and cooled to 0° C. under argon. Thereafter, 222 mg of (S)-2-trifluoromethanesulfonyloxypropionic acid (ee 99%) and 1.05 ml of n-butylmagnesium chloride (2.00 M solution in THF) were added in succession and the reaction was stirred for 3 h at 0° C. Thereafter, the reaction mixture was diluted with petroleum ether, saturated sodium carbonate solution was added and the organic phase was separat...